From a dataset of the Open Reaction Database (ORD), a public repository of structured organic reaction records. describe an organic reaction: reactants, conditions, products, and yield Starting materials: N1CCC(CC1)CCCC(=O)N (4-(Piperidin-4-yl)butanamide), CNC(=O)N1C=CC2=CC(=CC=C12)OC1=CC(=NC=C1)N(C(OC1=CC=CC=C1)=O)C(=O)OC1=CC=CC=C1 (phenyl N-(4-(1-(methylamino)carbonyl-1H-indol-5-yloxy)-pyridin-2-yl)-N-(phenoxycarbonyl)carbamate). The solvent is CN(C=O)C (N,N-dimethylformamide). Conditions: time 1.5 hour. Yields the product CNC(=O)N1C=CC2=CC(=CC=C12)OC1=CC(=NC=C1)NC(=O)N1CCC(CC1)CCCC(N)=O (5-(2-(((4-(3-Carbamoylpropyl)piperidin-1-yl)carbonyl)amino)pyridin-4-yloxy)-1H-indole-1-carboxylic acid methylamide), crystals. Isolated yield 81.7%. As a reaction SMILES: [NH:1]1[CH2:6][CH2:5][CH:4]([CH2:7][CH2:8][CH2:9][C:10]([NH2:12])=[O:11])[CH2:3][CH2:2]1.[CH3:13][NH:14][C:15]([N:17]1[C:25]2[C:20](=[CH:21][C:22]([O:26][C:27]3[CH:32]=[CH:31][N:30]=[C:29]([N:33](C(OC4C=CC=CC=4)=O)[C:34](=O)[O:35]C4C=CC=CC=4)[CH:28]=3)=[CH:23][CH:24]=2)[CH:19]=[CH:18]1)=[O:16]>CN(C)C=O>[CH3:13][NH:14][C:15]([N:17]1[C:25]2[C:20](=[CH:21][C:22]([O:26][C:27]3[CH:32]=[CH:31][N:30]=[C:29]([NH:33][C:34]([N:1]4[CH2:6][CH2:5][CH:4]([CH2:7][CH2:8][CH2:9][C:10](=[O:11])[NH2:12])[CH2:3][CH2:2]4)=[O:35])[CH:28]=3)=[CH:23][CH:24]=2)[CH:19]=[CH:18]1)=[O:16]. Reported procedure: 4-(Piperidin-4-yl)butanamide (547 mg, 1.41 mmol) was dissolved in N,N-dimethylformamide (3 ml); phenyl N-(4-(1-(methylamino)carbonyl-1H-indol-5-yloxy)-pyridin-2-yl)-N-(phenoxycarbonyl)carbamate (210 mg, 0.402 mmol, the product of Production example 5-2) was added thereto; and the reaction mixture was stirred at room temperature for 1.5 hour. The reaction mixture was partitioned between ethyl acetate and water; the organic layer was dried over anhydrous magnesium sulfate, and concentrated under r... The reactants are Cl.C(C1=CC=CC=C1)OC(=O)N(C1=CC(=C(C(=C1)OC)OC)OC)CC1NCCC2=CC(=C(C=C12)O)O (1-(N-benzyloxycarbonyl-3,4,5-trimethoxyanilinomethyl)-6,7-dihydroxy-1,2,3,4-tetrahydroisoquinoline hydrochloride), Cl (hydrochloric acid). Run in C(C)(=O)O (acetic acid). Yields the product Cl.COC=1C=C(NCC2NCCC3=CC(=C(C=C23)O)O)C=C(C1OC)OC (1-(3,4,5-trimethoxyanilinomethyl)-6,7-dihydroxy-1,2,3,4-tetrahydroisoquinoline hydrochloride). Isolated yield 69.9%. As a reaction SMILES: [ClH:1].C(OC([N:12]([CH2:25][CH:26]1[C:35]2[C:30](=[CH:31][C:32]([OH:37])=[C:33]([OH:36])[CH:34]=2)[CH2:29][CH2:28][NH:27]1)[C:13]1[CH:18]=[C:17]([O:19][CH3:20])[C:16]([O:21][CH3:22])=[C:15]([O:23][CH3:24])[CH:14]=1)=O)C1C=CC=CC=1.Cl>C(O)(=O)C>[ClH:1].[CH3:24][O:23][C:15]1[CH:14]=[C:13]([CH:18]=[C:17]([O:19][CH3:20])[C:16]=1[O:21][CH3:22])[NH:12][CH2:25][CH:26]1[C:35]2[C:30](=[CH:31][C:32]([OH:37])=[C:33]([OH:36])[CH:34]=2)[CH2:29][CH2:28][NH:27]1 |f:0.1,4.5|. Procedure details: A mixture of 1-(N-benzyloxycarbonyl-3,4,5-trimethoxyanilinomethyl)-6,7-dihydroxy-1,2,3,4-tetrahydroisoquinoline hydrochloride (4.4 g), conc. hydrochloric acid (45 ml) and acetic acid (45 ml) was refluxed for 1.5 hours in a stream of nitrogen. The reaction mixture was concentrated to dryness and the residue was washed with ether and acetone and crystallized with methanol to give 1-(3,4,5-trimethoxyanilinomethyl)-6,7-dihydroxy-1,2,3,4-tetrahydroisoquinoline hydrochloride (2.3 g). The product was r... Starting materials: ice water, [N+](=O)([O-])C1=C(C=CC=C1)O (2-nitrophenol), BrCCCl (1-bromo-2-chloroethane), C(=O)([O-])[O-].[K+].[K+] (K2CO3). The solvent is CN(C)C=O (DMF). Run at temperature 90 celsius, time 2 hour. The product is [N+](=O)([O-])C1=C(OCCCl)C=CC=C1 ((2′-Nitrophenoxy)-2-chloroethane). As a reaction SMILES: [N+:1]([C:4]1[CH:9]=[CH:8][CH:7]=[CH:6][C:5]=1[OH:10])([O-:3])=[O:2].Br[CH2:12][CH2:13][Cl:14].C([O-])([O-])=O.[K+].[K+]>CN(C=O)C>[N+:1]([C:4]1[CH:9]=[CH:8][CH:7]=[CH:6][C:5]=1[O:10][CH2:12][CH2:13][Cl:14])([O-:3])=[O:2] |f:2.3.4|. Reported procedure: A suspension of 2-nitrophenol 101 (50.0 g, 0.36 mol), 1-bromo-2-chloroethane (45 mL, 0.54 mol), and K2CO3 (100.0 g, 0.72 mol) in DMF (200 mL) was stirred at 90° C. for 2 h, cooled to room temperature, poured into ice-water, filtered, washed with H2O and dried to give Compound 102, 70.3 g (96%) as a yellow solid. The reactants are C1(CC1)C=1C(=NC2=NC=CC=C2C1)O (3-Cyclopropyl-[1,8]naphthyridin-2-ol), O=P(Cl)(Cl)Cl (POCl3). Run in CN(C)C=O (DMF). Reaction conditions: temperature 120 celsius. The product is ClC1=NC2=NC=CC=C2C=C1C1CC1 (2-Chloro-3-cyclopropyl-[1,8]naphthyridine). Reaction SMILES: [CH:1]1([C:4]2[C:5](O)=[N:6][C:7]3[C:12]([CH:13]=2)=[CH:11][CH:10]=[CH:9][N:8]=3)[CH2:3][CH2:2]1.O=P(Cl)(Cl)[Cl:17]>CN(C=O)C>[Cl:17][C:5]1[C:4]([CH:1]2[CH2:3][CH2:2]2)=[CH:13][C:12]2[C:7](=[N:8][CH:9]=[CH:10][CH:11]=2)[N:6]=1. Procedure: A mixture of naphthyridine 2-4 (14 g, 77 mmol) and 100 mL POCl3 and 0.1 mL DMF was refluxed at 120° C. for 3 hr and concentrated. The residue was treated with 300 mL ice-water and solid K2CO3 until pH=9. The mixture was extracted three times with ethyl acetate, washed with brine and dried over MgSO4. After solvent removal, the desired compound 2-5 was obtained as a yellowish solid. The reactants are Cl.C1(CC1)COC1=C(C2=C(OCO2)C=C1)C=1C2=C(N=CN1)C(=C(N2)C)C(=O)N[C@@H]2CNC[C@H]2O (4-[5-(cyclopropylmethoxy)-1,3-benzodioxol-4-yl]-N-[(3R*,4R*)-4-hydroxypyrrolidin-3-yl]-6-methyl-5H-pyrrolo[3,2-d]pyrimidine-7-carboxamide hydrochloride), C(C)(=O)OCC(=O)Cl (2-chloro-2-oxoethyl acetate). Yields the product C1(CC1)COC1=C(C2=C(OCO2)C=C1)C=1C2=C(N=CN1)C(=C(N2)C)C(=O)N[C@@H]2CN(C[C@H]2O)C(CO)=O (4-[5-(Cyclopropylmethoxy)-1,3-benzodioxol-4-yl]-N-[(3R*,4R*)-1-glycoloyl-4-hydroxypyrrolidin-3-yl]-6-methyl-5H-pyrrolo[3,2-d]pyrimidine-7-carboxamide). Reaction SMILES: Cl.[CH:2]1([CH2:5][O:6][C:7]2[CH:15]=[CH:14][C:10]3[O:11][CH2:12][O:13][C:9]=3[C:8]=2[C:16]2[C:17]3[NH:24][C:23]([CH3:25])=[C:22]([C:26]([NH:28][C@H:29]4[C@H:33]([OH:34])[CH2:32][NH:31][CH2:30]4)=[O:27])[C:18]=3[N:19]=[CH:20][N:21]=2)[CH2:4][CH2:3]1.C([O:38][CH2:39][C:40](Cl)=[O:41])(=O)C>>[CH:2]1([CH2:5][O:6][C:7]2[CH:15]=[CH:14][C:10]3[O:11][CH2:12][O:13][C:9]=3[C:8]=2[C:16]2[C:17]3[NH:24][C:23]([CH3:25])=[C:22]([C:26]([NH:28][C@H:29]4[C@H:33]([OH:34])[CH2:32][N:31]([C:39](=[O:38])[CH2:40][OH:41])[CH2:30]4)=[O:27])[C:18]=3[N:19]=[CH:20][N:21]=2)[CH2:4][CH2:3]1 |f:0.1|. Procedure: Starting from 4-[5-(cyclopropylmethoxy)-1,3-benzodioxol-4-yl]-N-[(3R*,4R*)-4-hydroxypyrrolidin-3-yl]-6-methyl-5H-pyrrolo[3,2-d]pyrimidine-7-carboxamide hydrochloride (example D.f5) and commercially available 2-chloro-2-oxoethyl acetate the title compound is obtained as colorless solid. Reactants: NC1=NC=NN2C1=CC=C2[C@H]2[C@](O)([C@H](O)[C@H](O2)CO)C (4-amino-7-(2-C-methyl-β-D-ribofuranosyl)-pyrrolo[2,1-f][1,2,4]triazine), ClN1C(CCC1=O)=O (N-chlorosuccinimide). The solvent is CN(C)C=O (DMF), CN(C)C=O (DMF). Reaction conditions: time 1 hour. Yields the product NC1=NC=NN2C1=C(C=C2[C@H]2[C@](O)([C@H](O)[C@H](O2)CO)C)Cl (4-amino-5-chloro-7-(2-C-methyl-β-D-ribofuranosyl)-pyrrolo[2,1-f][1,2,4]triazine). RXN SMILES: [NH2:1][C:2]1[C:7]2=[CH:8][CH:9]=[C:10]([C@@H:11]3[O:17][C@H:16]([CH2:18][OH:19])[C@@H:14]([OH:15])[C@@:12]3([CH3:20])[OH:13])[N:6]2[N:5]=[CH:4][N:3]=1.[Cl:21]N1C(=O)CCC1=O>CN(C=O)C>[NH2:1][C:2]1[C:7]2=[C:8]([Cl:21])[CH:9]=[C:10]([C@@H:11]3[O:17][C@H:16]([CH2:18][OH:19])[C@@H:14]([OH:15])[C@@:12]3([CH3:20])[OH:13])[N:6]2[N:5]=[CH:4][N:3]=1. Procedure details: Compound 9 (52 mg) in anhydrous DMF (2 mL) under Ar was chilled to 0° C. and treated dropwise with a solution of N-chlorosuccinimide in anhydrous DMF (27 mg in 1 mL). The mixture was warmed to RT and stirred for 1 h. The mixture was concentrated then eluted through a silica column with 0-10% MeOH:EtOAc to give Compound 12 (5.3 mg): ESI-MS m/z 407.1 ([M+H]+); 1H NMR (d6-DMSO): δ 0.83 (s, 3H); 3.60 (m, 1H); 3.70-3.74 (m, 4H); 4.74 (s, 1H); 4.84 (t, 1H, J=5.0 Hz); 4.91 (d, 1H, J=6.4 Hz); 5.36 (s, 1...